This data is from the Open Reaction Database (ORD), a public repository of structured organic reaction records. The task is: describe an organic reaction: reactants, conditions, products, and yield Starting materials: [OH-].[Na+] (sodium hydroxide), Cl.C(C1=CC=CC=C1)OC1=CC=C(N)C=C1 (4-benzyloxyaniline hydrochloride), O (water). Solvent: C(Cl)(Cl)Cl.CO (chloroform methanol). Yields the product C(C1=CC=CC=C1)OC1=CC=C(N)C=C1 (4-benzyloxyaniline). RXN SMILES: Cl.[CH2:2]([O:9][C:10]1[CH:16]=[CH:15][C:13]([NH2:14])=[CH:12][CH:11]=1)[C:3]1[CH:8]=[CH:7][CH:6]=[CH:5][CH:4]=1.[OH-].[Na+].O>C(Cl)(Cl)Cl.CO>[CH2:2]([O:9][C:10]1[CH:11]=[CH:12][C:13]([NH2:14])=[CH:15][CH:16]=1)[C:3]1[CH:4]=[CH:5][CH:6]=[CH:7][CH:8]=1 |f:0.1,2.3,5.6|. Reported procedure: A 20 g portion of 4-benzyloxyaniline hydrochloride was dissolved in chloroform-methanol and made basic with a solution of 70 mL of 1.25N sodium hydroxide and 70 mL of water. The layers were separated, the aqueous phase extracted with chloroform, the chloroform extracts washed with saturated sodium chloride solution, and dried over anhydrous sodium sulfate. The solvent was evaporated to yield 17 g of 4-benzyloxyaniline. A solution of 2 g (0.01 mol) of 4-benzyloxyaniline, 2.26 ml (0.015 mol) of 7-... Starting materials: BrCCCCBr, O=C([O-])[O-], CCOC(=O)c1ccc(O)c(F)c1, CC(C)=O, [I-], [K+], [K+], [K+]. The product is CCOC(=O)c1ccc(OCCCCBr)c(F)c1. RXN SMILES: [Br:1][CH2:2][CH2:3][CH2:4][CH2:5][Br:6].[C:7](=[O:8])([O-:9])[O-:10].[CH2:15]([CH3:16])[O:17][C:18]([c:19]1[cH:20][c:21]([F:26])[c:22]([OH:25])[cH:23][cH:24]1)=[O:27].[CH3:28][C:29](=[O:30])[CH3:31].[I-:14].[K+:11].[K+:12].[K+:13]>>[Br:1][CH2:2][CH2:3][CH2:4][CH2:5][O:25][c:22]1[c:21]([F:26])[cH:20][c:19]([C:18]([O:17][CH2:15][CH3:16])=[O:27])[cH:24][cH:23]1. Reactants: BrB(Br)Br, CO, COc1cccc(CNS(C)(=O)=O)c1, ClCCl. Product: CS(=O)(=O)NCc1cccc(O)c1. As a reaction SMILES: [B:1]([Br:2])([Br:3])[Br:4].[CH3:19][OH:20].[CH3:5][O:6][c:7]1[cH:8][c:9]([CH2:10][NH:11][S:12](=[O:13])(=[O:14])[CH3:15])[cH:16][cH:17][cH:18]1.[Cl:21][CH2:22][Cl:23]>>[OH:6][c:7]1[cH:8][c:9]([CH2:10][NH:11][S:12](=[O:13])(=[O:14])[CH3:15])[cH:16][cH:17][cH:18]1. Reactants: C(Cl)C1CO1 (epichlorohydrin), C1(CCCCC1)CCCCCCCCNC1=CC=C(C(=O)[O-])C=C1.[Na+] (sodium 4-(8-cyclohexyloctylamino)benzoate), CN(P(=O)(N(C)C)N(C)C)C (hexamethylphosphoramide). The solvent is O (water). The product is C1(CCCCC1)CCCCCCCCNC1=CC=C(C(=O)OCC2CO2)C=C1 (2,3-Epoxypropyl 4-(8-cyclohexyloctylamino)benzoate). As a reaction SMILES: [CH2:1]([CH:3]1[O:5][CH2:4]1)Cl.[CH:6]1([CH2:12][CH2:13][CH2:14][CH2:15][CH2:16][CH2:17][CH2:18][CH2:19][NH:20][C:21]2[CH:29]=[CH:28][C:24]([C:25]([O-:27])=[O:26])=[CH:23][CH:22]=2)[CH2:11][CH2:10][CH2:9][CH2:8][CH2:7]1.[Na+].CN(C)P(N(C)C)(N(C)C)=O>O>[CH:6]1([CH2:12][CH2:13][CH2:14][CH2:15][CH2:16][CH2:17][CH2:18][CH2:19][NH:20][C:21]2[CH:29]=[CH:28][C:24]([C:25]([O:27][CH2:1][CH:3]3[O:5][CH2:4]3)=[O:26])=[CH:23][CH:22]=2)[CH2:11][CH2:10][CH2:9][CH2:8][CH2:7]1 |f:1.2|. Procedure details: A mixture of 89.0 g. of epichlorohydrin, 92.0 g. of sodium 4-(8-cyclohexyloctylamino)benzoate, and 350 ml. of hexamethylphosphoramide is stirred at 105° C. for 5 hours, allowed to cool, and poured into 1.0 liter of water. The white solid is collected by filtration, recrystallized from acetonitrile and then from hexane-methylene chloride to yield the product. Yields the product petroleum ether ethyl acetate, CN(C1=CC(=CC=C1)C(=CC(C)C)C1=CC=2C(=NC=CC2)N1)C (N,N-dimethyl-3-(3-methyl-1-(1H-pyrrolo[2,3-b]pyridin-2-yl)but-1-enyl)benzenamine). Reported procedure: A solution of N,N-dimethyl-3-(3-methyl-1-(1-(phenylsulfonyl)-1H-pyrrolo[2,3-b]pyridine-2-yl)but-1-enyl)benzenamine (3.0 g, 6.7 mmol) in ethanol (60 mL) and tetrahydrofuran (120 mL) was treated with an aqueous sodium hydroxide solution (10%, 23 mL). The reaction was stirred at 70° C. for 18 h. At this time, the reaction was cooled to 25° C., diluted with water (200 mL) and then extracted with ethyl acetate (2×100 mL). The organic extracts were dried over anhydrous sodium sulfate, filtered and con... The reactants are CN(C1=CC(=CC=C1)C(=CC(C)C)C1=CC=2C(=NC=CC2)N1S(=O)(=O)C1=CC=CC=C1)C (N,N-dimethyl-3-(3-methyl-1-(1-(phenylsulfonyl)-1H-pyrrolo[2,3-b]pyridine-2-yl)but-1-enyl)benzenamine), [OH-].[Na+] (sodium hydroxide). Solvent: C(C)O (ethanol), O1CCCC1 (tetrahydrofuran), O (water). Yield: 78.2%. As a reaction SMILES: [CH3:1][N:2]([CH3:32])[C:3]1[CH:8]=[CH:7][CH:6]=[C:5]([C:9]([C:14]2[N:22](S(C3C=CC=CC=3)(=O)=O)[C:17]3=[N:18][CH:19]=[CH:20][CH:21]=[C:16]3[CH:15]=2)=[CH:10][CH:11]([CH3:13])[CH3:12])[CH:4]=1.[OH-].[Na+]>C(O)C.O1CCCC1.O>[CH3:32][N:2]([CH3:1])[C:3]1[CH:8]=[CH:7][CH:6]=[C:5]([C:9]([C:14]2[NH:22][C:17]3=[N:18][CH:19]=[CH:20][CH:21]=[C:16]3[CH:15]=2)=[CH:10][CH:11]([CH3:13])[CH3:12])[CH:4]=1 |f:1.2|. Reaction conditions: temperature 70 celsius, time 18 hour.